From a dataset of the Open Reaction Database (ORD), a public repository of structured organic reaction records. describe an organic reaction: reactants, conditions, products, and yield The reactants are O1CCCC1 (tetrahydrofuran), C(=O)([O-])C(O)C(O)C(=O)[O-].[Na+].[K+] (potassium sodium tartrate), C(C)OC(C1=C(C=C(C=C1)CCC1OCCC1)CC)=O (ethyl 4-(2-(tetrahydrofuran-2-yl)-ethyl)-benzoic acid ethyl ester), [H-].C(C(C)C)[Al+]CC(C)C (diisobutyl aluminum hydride). Solvent: C(C)(=O)OCC (ethyl acetate). Conditions: time 30 minute. Yields the product O1C(CCC1)CCC1=CC=C(C=C1)CO ((4-(2-(Tetrahydrofuran-2-yl)-ethyl)-phenyl)-methanol). Yield: 31.0%. RXN SMILES: O1CCCC1.C([O:8][C:9](=O)[C:10]1[CH:15]=[CH:14][C:13]([CH2:16][CH2:17][CH:18]2[CH2:22][CH2:21][CH2:20][O:19]2)=[CH:12][C:11]=1CC)C.[H-].C([Al+]CC(C)C)C(C)C.C(C(C(C([O-])=O)O)O)([O-])=O.[Na+].[K+]>C(OCC)(=O)C>[O:19]1[CH2:20][CH2:21][CH2:22][CH:18]1[CH2:17][CH2:16][C:13]1[CH:12]=[CH:11][C:10]([CH2:9][OH:8])=[CH:15][CH:14]=1 |f:2.3,4.5.6|. Reported procedure: To an anhydrous tetrahydrofuran (20 mL) solution of ethyl 4-(2-(tetrahydrofuran-2-yl)-ethyl)-benzoic acid ethyl ester (2.2 g, 9.39 mmol) described in Manufacturing Example 82-1-1 was added diisobutyl aluminum hydride (0.97 M toluene solution, 24.2 mL, 23.5 mmol) on a dry ice-ethanol bath (−78° C.) under nitrogen atmosphere. After stirring for 30 minutes, 15% aqueous potassium sodium tartrate solution (100 mL) was added to the reaction liquid, and stirred for 30 minutes at room temperature. After... Starting materials: C1(CCC1)C(O)C1=C(OC(=C1)C1=CC=CC=C1)C (cyclobutyl(2-methyl-5-phenylfuran-3-yl)methanol), S(=O)(Cl)Cl (thionyl chloride). Run in C1(=CC=CC=C1)C (toluene). Reaction conditions: time 8 hour. The product is ClC(C1=C(OC(=C1)C1=CC=CC=C1)C)C1CCC1 (3-[chloro(cyclobutyl)methyl]-2-methyl-5-phenylfuran). Yield: 100.0%. RXN SMILES: [CH:1]1([CH:5]([C:7]2[CH:11]=[C:10]([C:12]3[CH:17]=[CH:16][CH:15]=[CH:14][CH:13]=3)[O:9][C:8]=2[CH3:18])O)[CH2:4][CH2:3][CH2:2]1.S(Cl)([Cl:21])=O>C1(C)C=CC=CC=1>[Cl:21][CH:5]([CH:1]1[CH2:4][CH2:3][CH2:2]1)[C:7]1[CH:11]=[C:10]([C:12]2[CH:17]=[CH:16][CH:15]=[CH:14][CH:13]=2)[O:9][C:8]=1[CH3:18]. Procedure details: To a solution of cyclobutyl(2-methyl-5-phenylfuran-3-yl)methanol (1.3 g) in toluene (10 mL) was added thionyl chloride (1.2 mL), and the mixture was stirred at room temperature overnight. The solvent was evaporated under reduced pressure to give the title compound (1.4 g, 100%) as an oil. Reactants: O=C1C(O)=C([O-])[C@H](O1)[C@@H](O)CO.[Na+] (sodium (L)-ascorbate), COC1=CC=C(C=C2C(OC(OC2=O)(C)C)=O)C=C1 (5-(4-methoxybenzylidene)-2,2-dimethyl-1,3-dioxane-4,6-dione), (R,M)-3-{[4-(2-diphenylphosphanyl-7-methoxy-naphthalen-1-yl)-phthalazin-1-ylamino]-phenyl-methyl}-pentan-3-ol, C1(=CC=CC=C1)C#C (phenylacetylene). Reagents/catalysts: O.C(C)(=O)[O-].[Cu+2].C(C)(=O)[O-] (copper (II) acetate monohydrate). Run in O (water), ClCCl (dichloromethane). Run at temperature 0 celsius. Product: COC1=CC=C(C=C1)[C@@H](C#CC1=CC=CC=C1)C1C(OC(OC1=O)(C)C)=O ((S)-5-(1-(4-Methoxyphenyl)-3-phenylprop-2-ynyl)-2,2-dimethyl-1,3-dioxane-4,6-dione). Yield: 27.4%. As a reaction SMILES: O=C1O[C@H]([C@H](CO)O)C([O-])=C1O.[Na+].[C:14]1([C:20]#[CH:21])[CH:19]=[CH:18][CH:17]=[CH:16][CH:15]=1.[CH3:22][O:23][C:24]1[CH:40]=[CH:39][C:27]([CH:28]=[C:29]2[C:34](=[O:35])[O:33][C:32]([CH3:37])([CH3:36])[O:31][C:30]2=[O:38])=[CH:26][CH:25]=1>O.ClCCl.O.C([O-])(=O)C.[Cu+2].C([O-])(=O)C>[CH3:22][O:23][C:24]1[CH:25]=[CH:26][C:27]([C@H:28]([CH:29]2[C:34](=[O:35])[O:33][C:32]([CH3:37])([CH3:36])[O:31][C:30]2=[O:38])[C:21]#[C:20][C:14]2[CH:19]=[CH:18][CH:17]=[CH:16][CH:15]=2)=[CH:39][CH:40]=1 |f:0.1,6.7.8.9|. Procedure details: A solution of copper (II) acetate monohydrate (10 mg, 0.050 mmol) in water (0.2 ml) was treated with sodium (L)-ascorbate (20 mg, 0.10 mmol), the mixture was stirred until the mixture was turned bright orange (3 min). Subsequently, (R,M)-3-{[4-(2-diphenylphosphanyl-7-methoxy-naphthalen-1-yl)-phthalazin-1-ylamino]-phenyl-methyl}-pentan-3-ol (1st diastereomer, 33.1 mg, 0.050 mmol) and phenylacetylene (0.275 ml, 2.5 mmol) were added, the resulting mixture was stirred for 10 min at 23° C., cooled to...